Dataset: the Open Reaction Database (ORD), a public repository of structured organic reaction records. Task: describe an organic reaction: reactants, conditions, products, and yield The reactants are C=CCBr, COC(=O)c1cc(NC(=O)OCc2ccccc2)cc(C(=O)N(C)C)c1, Cc1ccccc1, [Cl-], [H-], [NH4+], [Na+], CN(C)C=O. The product is C=CCN(C(=O)OCc1ccccc1)c1cc(C(=O)OC)cc(C(=O)N(C)C)c1. RXN SMILES: [CH2:29]([CH:30]=[CH2:31])[Br:32].[CH3:1][O:2][C:3]([c:4]1[cH:5][c:6]([C:7](=[O:8])[N:9]([CH3:10])[CH3:11])[cH:12][c:13]([NH:15][C:16](=[O:17])[O:18][CH2:19][c:20]2[cH:21][cH:22][cH:23][cH:24][cH:25]2)[cH:14]1)=[O:26].[CH3:38][c:39]1[cH:40][cH:41][cH:42][cH:43][cH:44]1.[Cl-:45].[H-:27].[NH4+:46].[Na+:28].[O:33]=[CH:34][N:35]([CH3:36])[CH3:37]>>[CH3:1][O:2][C:3]([c:4]1[cH:5][c:6]([C:7](=[O:8])[N:9]([CH3:10])[CH3:11])[cH:12][c:13]([N:15]([C:16](=[O:17])[O:18][CH2:19][c:20]2[cH:21][cH:22][cH:23][cH:24][cH:25]2)[CH2:31][CH:30]=[CH2:29])[cH:14]1)=[O:26]. Starting materials: CS(=O)(=O)C1=CC=C(C=C1)NCC=1C=C(C=CC1)C=1C=C(C=C2C=CC=NC12)C(C#N)(C)C (2-(8-{3-[(4-Methanesulfonyl-phenylamino)-methyl]-phenyl}-quinolin-6-yl)-2-methyl-propionitrile), [H-].[Na+] (NaH), FC1=CC=C(CBr)C=C1 (4-fluorobenzyl bromide). Run in [NH4+].[Cl-] (NH4Cl), CN(C)C=O (DMF). Run at time 10 minute. Yields the product FC1=CC=C(CN(C2=CC=C(C=C2)SC)CC=2C=C(C=CC2)C=2C=C(C=C3C=CC=NC23)C(C#N)(C)C)C=C1 (2-[8-(3-{[(4-Fluoro-benzyl)-(4-methylsulfanyl-phenyl)-amino]-methyl}-phenyl)-quinolin-6-yl]-2-methyl-propionitrile). RXN SMILES: [CH3:1][S:2]([C:5]1[CH:10]=[CH:9][C:8]([NH:11][CH2:12][C:13]2[CH:14]=[C:15]([C:19]3[CH:20]=[C:21]([C:29]([CH3:33])([CH3:32])[C:30]#[N:31])[CH:22]=[C:23]4[C:28]=3[N:27]=[CH:26][CH:25]=[CH:24]4)[CH:16]=[CH:17][CH:18]=2)=[CH:7][CH:6]=1)(=O)=O.[H-].[Na+].[F:36][C:37]1[CH:44]=[CH:43][C:40]([CH2:41]Br)=[CH:39][CH:38]=1>CN(C=O)C.[NH4+].[Cl-]>[F:36][C:37]1[CH:44]=[CH:43][C:40]([CH2:41][N:11]([CH2:12][C:13]2[CH:14]=[C:15]([C:19]3[CH:20]=[C:21]([C:29]([CH3:33])([CH3:32])[C:30]#[N:31])[CH:22]=[C:23]4[C:28]=3[N:27]=[CH:26][CH:25]=[CH:24]4)[CH:16]=[CH:17][CH:18]=2)[C:8]2[CH:9]=[CH:10][C:5]([S:2][CH3:1])=[CH:6][CH:7]=2)=[CH:39][CH:38]=1 |f:1.2,5.6|. Reported procedure: To solution of 2-(8-{3-[(4-Methanesulfonyl-phenylamino)-methyl]-phenyl}-quinolin-6-yl)-2-methyl-propionitrile from EXAMPLE 36 (Step 1) (1.0 eq) in DMF (0.2M) was added NaH (60% dispersion in oil; 4.0 eq). The resulting mixture was stirred for 10 min then 4-fluorobenzyl bromide (3.0 eq) was added. The mixture was stirred for 12 h, poured in saturated aqueous NH4Cl and extracted with EtOAc (2×). The combined organic extracts were washed with brine, dried over MgSO4, filtered and concentrated. Flas...